Dataset: the Open Reaction Database (ORD), a public repository of structured organic reaction records. Task: describe an organic reaction: reactants, conditions, products, and yield The reactants are C1CCOC1, CO, [Li+], [OH-], O, COC(=O)c1cc2c([nH]1)CCC2Cc1ccc(-c2ccccc2)cc1. Yields the product O=C(O)c1cc2c([nH]1)CCC2Cc1ccc(-c2ccccc2)cc1. RXN SMILES: [CH2:31]1[O:32][CH2:33][CH2:34][CH2:35]1.[CH3:29][OH:30].[Li+:28].[OH-:27].[OH2:26].[c:1]1(-[c:20]2[cH:21][cH:22][cH:23][cH:24][cH:25]2)[cH:2][cH:3][c:4]([CH2:7][CH:8]2[CH2:9][CH2:10][c:11]3[nH:12][c:13]([C:16](=[O:17])[O:18][CH3:19])[cH:14][c:15]32)[cH:5][cH:6]1>>[c:1]1(-[c:20]2[cH:21][cH:22][cH:23][cH:24][cH:25]2)[cH:2][cH:3][c:4]([CH2:7][CH:8]2[CH2:9][CH2:10][c:11]3[nH:12][c:13]([C:16](=[O:17])[OH:18])[cH:14][c:15]32)[cH:5][cH:6]1. Starting materials: crude intermediate, Cl (HCl), [H-].[Na+] (sodium hydride), [NH4+].[Cl-] (NH4Cl), OCC1N(C(CC1)COS(=O)(=O)C1=CC=C(C=C1)C)C(=O)OC(C)(C)C (1,1-dimethylethyl 2-(hydroxymethyl)-5-({[(4-methylphenyl)sulfonyl]oxy}methyl)-1-pyrrolidinecarboxylate), OCC1N(C(CC1)COS(=O)(=O)C1=CC=C(C=C1)C)C(=O)OC(C)(C)C (1,1-dimethylethyl 2-(hydroxymethyl)-5-({[(4-methylphenyl)sulfonyl]oxy}methyl)-1-pyrrolidinecarboxylate). Solvent: O1CCOCC1 (1,4-Dioxane), CN(C=O)C (N,N-Dimethylformamide), O (water), CN(C=O)C (N,N-Dimethylformamide). Run at time 5 hour. The product is Cl.C12COCC(CC1)N2 (3-oxa-8-azabicyclo[3.2.1]octane hydrochloride). As a reaction SMILES: [H-].[Na+].O[CH2:4][CH:5]1[CH2:9][CH2:8][CH:7]([CH2:10][O:11]S(C2C=CC(C)=CC=2)(=O)=O)[N:6]1C(OC(C)(C)C)=O.[NH4+].[Cl-:30].Cl>CN(C)C=O.O1CCOCC1.O>[ClH:30].[CH:7]12[NH:6][CH:5]([CH2:9][CH2:8]1)[CH2:4][O:11][CH2:10]2 |f:0.1,3.4,9.10|. Procedure details: To a suspension of sodium hydride (60% dispersion in mineral oil) (0.284 g, 7.10 mmol) in N,N-Dimethylformamide (5 mL), cooled in an ice bath under argon, was added dropwise a solution of 1,1-dimethylethyl 2-(hydroxymethyl)-5-({[(4-methylphenyl)sulfonyl]oxy}methyl)-1-pyrrolidinecarboxylate (Intermediate 26, 2.28 g, 5.91 mmol) in N,N-Dimethylformamide (10 mL). The reaction was allowed to warm to room temperature and stirred for 5 hours. The reaction was cooled in an ice-water bath before the addi... The reactants are C(C)(=O)OCC (ethyl acetate), FC1=C(C=CC(=C1)F)C(O)C1=CC(=CC=C1)OC ((2,4-difluoro-phenyl)-(3-methoxy-phenyl)-methanol), FC1=C(C=CC(=C1)F)C(O)C1=CC(=CC=C1)OC ((2,4-difluoro-phenyl)-(3-methoxy-phenyl)-methanol), C1(=CC=CC=C1)C (toluene). Reagents/catalysts: [O-2].[Mn+2] (manganese oxide). Run in CCCCCCC (heptane). The product is FC1=C(C=CC(=C1)F)C(=O)C1=CC(=CC=C1)OC ((2,4-difluoro-phenyl)-(3-methoxy-phenyl)-methanone). Yield: 58.3%. Reaction SMILES: [F:1][C:2]1[CH:7]=[C:6]([F:8])[CH:5]=[CH:4][C:3]=1[CH:9]([C:11]1[CH:16]=[CH:15][CH:14]=[C:13]([O:17][CH3:18])[CH:12]=1)[OH:10].C1(C)C=CC=CC=1.C(OCC)(=O)C>CCCCCCC.[O-2].[Mn+2]>[F:1][C:2]1[CH:7]=[C:6]([F:8])[CH:5]=[CH:4][C:3]=1[C:9]([C:11]1[CH:16]=[CH:15][CH:14]=[C:13]([O:17][CH3:18])[CH:12]=1)=[O:10] |f:4.5|. Procedure details: Combine (2,4-difluoro-phenyl)-(3-methoxy-phenyl)-methanol (Compound 7) (89.2 g, 357 mmol), manganese oxide (96 g, 1.1 mol), and toluene (500 mL) and heat to reflux, under a nitrogen atmosphere for 2 hours. TLC (30% ethyl acetate in heptane) shows that the reaction is complete. Filter reaction mixture through celite® and concentrate. Purify by column chromatography using a graded solvent mixture of 10% dichloromethane in heptane to 50% dichloromethane in heptane to give an oil. Cool overnight to ...